Dataset: the Open Reaction Database (ORD), a public repository of structured organic reaction records. Task: describe an organic reaction: reactants, conditions, products, and yield Starting materials: O=C(CC(=O)OCC)CC (ethyl 3-oxopentanoate), C(C(=O)O)(=O)O.C1(CC1)NN (cyclopropyl hydrazine oxalate), C1(CC1)C1=C(C=NN1C(C)C)C=O (5-cyclopropyl-1-isopropyl-1H-pyrazole-4-carbaldehyde). Yields the product C1(CC1)N1N=CC(=C1CC)C=O (1-Cyclopropyl-5-ethyl-1H-pyrazole-4-carbaldehyde). As a reaction SMILES: O=C(CC)CC(OCC)=O.C(O)(=O)C(O)=O.C1(NN)CC1.[CH:22]1([C:25]2[N:29]([CH:30]([CH3:32])[CH3:31])[N:28]=[CH:27][C:26]=2[CH:33]=[O:34])[CH2:24]C1>>[CH:30]1([N:29]2[C:25]([CH2:22][CH3:24])=[C:26]([CH:33]=[O:34])[CH:27]=[N:28]2)[CH2:31][CH2:32]1 |f:1.2|. Procedure: 1-Cyclopropyl-5-ethyl-1H-pyrazole-4-carbaldehyde was prepared with ethyl 3-oxopentanoate and cyclopropyl hydrazine oxalate (Gever, G. and Hayes, K. J. Org. Chem, 1949, 14, 813–818) in the same manner as 5-cyclopropyl-1-isopropyl-1H-pyrazole-4-carbaldehyde (Example 49). Reactants: NC[C@H](OC1=C2C(=NC=NC2=CC=C1)NC1=CC(=C(C=C1)O)Cl)C (4-({5-[(1R)-2-Amino-1-methylethoxy]quinazolin-4-yl}amino)-2-chlorophenol), COCC(=O)O (methoxyacetic acid). Product: ClC=1C=C(NC2=NC=NC3=CC=CC(=C23)O[C@@H](CNC(COC)=O)C)C=CC1O (N-[(2R)-2-({4-[3-chloro-4-hydroxyanilino]quinazolin-5-yl}oxy)propyl]-2-methoxyacetamide). Isolated yield 83.0%. RXN SMILES: [NH2:1][CH2:2][C@@H:3]([CH3:24])[O:4][C:5]1[CH:14]=[CH:13][CH:12]=[C:11]2[C:6]=1[C:7]([NH:15][C:16]1[CH:21]=[CH:20][C:19]([OH:22])=[C:18]([Cl:23])[CH:17]=1)=[N:8][CH:9]=[N:10]2.[CH3:25][O:26][CH2:27][C:28](O)=[O:29]>>[Cl:23][C:18]1[CH:17]=[C:16]([CH:21]=[CH:20][C:19]=1[OH:22])[NH:15][C:7]1[C:6]2[C:11](=[CH:12][CH:13]=[CH:14][C:5]=2[O:4][C@H:3]([CH3:24])[CH2:2][NH:1][C:28](=[O:29])[CH2:27][O:26][CH3:25])[N:10]=[CH:9][N:8]=1. Reported procedure: 4-({5-[(1R)-2-Amino-1-methylethoxy]quinazolin-4-yl}amino)-2-chlorophenol was reacted with methoxyacetic acid using an analogous process to that described in Example 3 (preparation of starting materials) to give N-[(2R)-2-({4-[3-chloro-4-hydroxyanilino]quinazolin-5-yl}oxy)propyl]-2-methoxyacetamide in 83% yield; NMR spectrum (DMSO-d6) 1.4 (d, 3H), 3.1 (s, 3H), 3.35-3.45 (m, 1H), 3.72-3.85 (m, 3H), 4.95-5.05 (m, 1H), 7.05 (d, 1H), 7.31 (d, 1H), 7.4 (dd, 1H), 7.48 (d, 1H), 7.81 (m, 1H), 7.95 (t, 1H... Starting materials: ClC=1C=C(C(=O)O)C=C(N1)Cl (2,6-dichloroisonicotinic acid). Reagents/catalysts: CN(C=O)C (dimethylformamide). Run in S(=O)(Cl)Cl (thionyl chloride), C1CCCCC1 (cyclohexane). The product is ClC=1C=C(C(=O)OC(C)(C)C)C=C(N1)Cl (t-Butyl 2,6-Dichloroisonicotinate). Reaction SMILES: [Cl:1][C:2]1[CH:3]=[C:4]([CH:8]=[C:9]([Cl:11])[N:10]=1)[C:5]([OH:7])=[O:6]>S(Cl)(Cl)=O.C1CCCCC1.CN(C)C=O>[Cl:1][C:2]1[CH:3]=[C:4]([CH:8]=[C:9]([Cl:11])[N:10]=1)[C:5]([O:7][C:4]([CH3:8])([CH3:5])[CH3:3])=[O:6]. Procedure: A solution of 2,6-dichloroisonicotinic acid (38.4 g, 0.20 mole) in thionyl chloride (60 ml.) and cyclohexane (100 ml) containing a few drops of dimethylformamide is heated at 80° for three hours. The solution is cooled and excess thionyl chloride and cyclohexane are removed in vacuo. The residue is dissolved in chloroform (40 ml.) and added dropwise to a solution of t-butanol (50 ml.) and N,N-dimethylaniline (40 ml.). The solution is heated at reflux for six hours, cooled, diluted with diethyl e...